From a dataset of the Open Reaction Database (ORD), a public repository of structured organic reaction records. describe an organic reaction: reactants, conditions, products, and yield Reactants: FC1=NC=CC=C1B(O)O (2-fluoropyridin-3-ylboronic acid), BrC1=CC(=NC=C1)C(F)(F)F (4-bromo-2-(trifluoromethyl)pyridine), C([O-])([O-])=O.[Na+].[Na+] (sodium carbonate). Reagents/catalysts: Cl[Pd]([P](C1=CC=CC=C1)(C2=CC=CC=C2)C3=CC=CC=C3)([P](C4=CC=CC=C4)(C5=CC=CC=C5)C6=CC=CC=C6)Cl (Pd(PPh3)2Cl2). Solvent: COCCOC (DME), C(C)O (ethanol), O (water), O (H2O). Run at temperature 95 celsius. Yields the product FC1=NC=CC=C1C1=CC(=NC=C1)C(F)(F)F (2-FLUORO-2′-(TRIFLUOROMETHYL)-3,4′-BIPYRIDINE). Reaction SMILES: [F:1][C:2]1[C:7](B(O)O)=[CH:6][CH:5]=[CH:4][N:3]=1.Br[C:12]1[CH:17]=[CH:16][N:15]=[C:14]([C:18]([F:21])([F:20])[F:19])[CH:13]=1.C(=O)([O-])[O-].[Na+].[Na+]>COCCOC.C(O)C.O.Cl[Pd](Cl)([P](C1C=CC=CC=1)(C1C=CC=CC=1)C1C=CC=CC=1)[P](C1C=CC=CC=1)(C1C=CC=CC=1)C1C=CC=CC=1>[F:1][C:2]1[C:7]([C:12]2[CH:17]=[CH:16][N:15]=[C:14]([C:18]([F:21])([F:20])[F:19])[CH:13]=2)=[CH:6][CH:5]=[CH:4][N:3]=1 |f:2.3.4,^1:40,59|. Reported procedure: A mixture of 2-fluoropyridin-3-ylboronic acid (0.748 g, 5.3 mmol), 4-bromo-2-(trifluoromethyl)pyridine (1.00 g, 4.4 mmol), Pd(PPh3)2Cl2 (0.155 g, 0.22 mmol) and sodium carbonate (0.797 g, 13.3 mmol) in DME (6.5 mL), ethanol (1.9 mL) and water (0.47 mL) was heated to 95° C. for 2 h. After cooling to room temperature, the mixture was diluted with H2O and extracted with CH2Cl2 (3×). The combined organics were dried over Na2SO4, filtered and concentrated. The residue was purified using column chroma... The reactants are C1COCCO1, CC(C)(C)OC(=O)N1CCC(c2nc(C=O)cs2)CC1, Cl. The product is O=Cc1csc(C2CC[NH2+]CC2)n1, [Cl-]. As a reaction SMILES: [CH2:22]1[O:23][CH2:24][CH2:25][O:26][CH2:27]1.[CH:1](=[O:2])[c:3]1[n:4][c:5]([CH:8]2[CH2:9][CH2:10][N:11]([C:14]([O:15][C:16]([CH3:17])([CH3:18])[CH3:19])=[O:20])[CH2:12][CH2:13]2)[s:6][cH:7]1.[ClH:21]>>[CH:1](=[O:2])[c:3]1[n:4][c:5]([CH:8]2[CH2:9][CH2:10][NH2+:11][CH2:12][CH2:13]2)[s:6][cH:7]1.[Cl-:21]. Solvent: C1=CC=CC=C1 (benzene), CCOCC (ether), CCOCC (ether). Reaction SMILES: Br[C:2]1[C:7]([CH3:8])=[C:6]([CH3:9])[CH:5]=[CH:4][N:3]=1.C([Li])CCC.[CH3:15][O:16][C:17]1[CH:18]=[C:19]([CH:22]=[C:23]([O:27][CH3:28])[C:24]=1[O:25][CH3:26])[CH:20]=[O:21].Cl.N>CCOCC.C1C=CC=CC=1>[CH3:28][O:27][C:23]1[CH:22]=[C:19]([CH:20]([C:2]2[C:7]([CH3:8])=[C:6]([CH3:9])[CH:5]=[CH:4][N:3]=2)[OH:21])[CH:18]=[C:17]([O:16][CH3:15])[C:24]=1[O:25][CH3:26]. Procedure: 40 g of 2-bromo-3,4-dimethylpyridine dissolved in 50 ml of anhydrous ether are slowly added, with agitation and under a nitrogen atmosphere, to 300 ml of a 0.9 M solution of butyl-lithium in ether cooled to -40° C. The resulting mixture is agitated for 2 hours at this temperature, and 50 g of 3,4,5-trimethoxybenzaldehyde dissolved in 200 ml of anhydrous benzene are added, and the mixture kept at a temperature below -25° C. Agitation is performed for 1 hour at -15° C, and the reaction is continue... Reactants: COC=1C=C(C=O)C=C(C1OC)OC (3,4,5-trimethoxybenzaldehyde), Cl (hydrochloric acid), BrC1=NC=CC(=C1C)C (2-bromo-3,4-dimethylpyridine), solution, C(CCC)[Li] (butyl-lithium), N (ammonia). Yield: 96.0%. Reaction conditions: temperature -40 celsius, time 1 hour. Yields the product COC=1C=C(C=C(C1OC)OC)C(O)C1=NC=CC(=C1C)C (3,4,5-trimethoxyphenyl-(3,4-dimethyl-2-pyridyl) carbinol). Starting materials: CC[SiH](CC)CC, ClCCl, COC(=O)c1ccc2c(c1)C(O)C(C)(C)C(c1ccc([N+](=O)[O-])cc1)N2, O=C(O)C(F)(F)F. The product is COC(=O)c1ccc2c(c1)CC(C)(C)C(c1ccc([N+](=O)[O-])cc1)N2. As a reaction SMILES: [CH2:27]([SiH:28]([CH2:29][CH3:30])[CH2:31][CH3:32])[CH3:33].[Cl:41][CH2:42][Cl:43].[OH:1][CH:2]1[C:3]([CH3:25])([CH3:26])[CH:4]([c:16]2[cH:17][cH:18][c:19]([N+:22](=[O:23])[O-:24])[cH:20][cH:21]2)[NH:5][c:6]2[cH:7][cH:8][c:9]([C:12](=[O:13])[O:14][CH3:15])[cH:10][c:11]21.[OH:34][C:35]([C:36]([F:37])([F:38])[F:39])=[O:40]>>[CH2:2]1[C:3]([CH3:25])([CH3:26])[CH:4]([c:16]2[cH:17][cH:18][c:19]([N+:22](=[O:23])[O-:24])[cH:20][cH:21]2)[NH:5][c:6]2[cH:7][cH:8][c:9]([C:12](=[O:13])[O:14][CH3:15])[cH:10][c:11]21.